Task: describe an organic reaction: reactants, conditions, products, and yield. Dataset: the Open Reaction Database (ORD), a public repository of structured organic reaction records Starting materials: ClC1=CC=C(C=C1)S(=O)(=O)N1C2C(C(CC1CCC2)=O)=CO (9-(4-chlorophenylsulfonyl)-2-(hydroxymethylene)-9-azabicyclo[3.3.1]nonan-3-one), NC1=NNC(=N1)N (3,5-diamino-1,2,4-triazole). Product: ClC1=CC=C(C=C1)S(=O)(=O)N1C2C=3C=NC4=NC(=NN4C3CC1CCC2)N (16-(4-Chloro-benzenesulfonyl)-7-amino-4,6,8,9,16-pentaaza-tetracyclo-[10,3,1,02,10,05,9]hexadeca-2(10),3,5,7-tetraene). Reaction SMILES: [Cl:1][C:2]1[CH:7]=[CH:6][C:5]([S:8]([N:11]2[CH:16]3[CH2:17][CH2:18][CH2:19][CH:12]2[C:13](=[CH:21]O)[C:14](=O)[CH2:15]3)(=[O:10])=[O:9])=[CH:4][CH:3]=1.[NH2:23][C:24]1[N:28]=[C:27]([NH2:29])[NH:26][N:25]=1>>[Cl:1][C:2]1[CH:7]=[CH:6][C:5]([S:8]([N:11]2[CH:16]3[CH2:17][CH2:18][CH2:19][CH:12]2[C:13]2[CH:21]=[N:23][C:24]4[N:25]([C:14]=2[CH2:15]3)[N:26]=[C:27]([NH2:29])[N:28]=4)(=[O:10])=[O:9])=[CH:4][CH:3]=1. Reported procedure: Prepared as described in Example 5 using 9-(4-chlorophenylsulfonyl)-2-(hydroxymethylene)-9-azabicyclo[3.3.1]nonan-3-one which was prepared as described in Example 34 and 3,5-diamino-1,2,4-triazole. Starting materials: NNc1ccc(Cl)c(Cl)c1, [K], O, N#C[S-]. Yields the product NC(=S)NNc1ccc(Cl)c(Cl)c1. RXN SMILES: [Cl:1][c:2]1[cH:3][c:4]([NH:9][NH2:10])[cH:5][cH:6][c:7]1[Cl:8].[K:14].[OH2:15].[S-:11][C:12]#[N:13]>>[Cl:1][c:2]1[cH:3][c:4]([NH:9][NH:10][C:12](=[S:11])[NH2:13])[cH:5][cH:6][c:7]1[Cl:8]. The reactants are B(O)O (boronic acid), C(=O)(O)CCC1=CC=C(C=C1)C=1C([C@@H]2CC[C@]3([C@@]4(CC[C@@]5([C@@H]([C@H]4CC[C@@H]3[C@]2(CC1)C)[C@@H](CC5)C(=C)C)C(=O)O)C)C)(C)C ((1R,3aS,5aR,5bR,7aR,11aS,11bR,13aR,13bR)-9-(4-(2-carboxyethyl)phenyl)-5a,5b,8,8,11a-pentamethyl-1-(prop-1-en-2-yl)-2,3,3a,4,5,5a,5b,6,7,7a,8,11,11a,11b,12,13,13a,13b-octadecahydro-1H-cyclopenta[a]chrysene-3a-carboxylic acid), CS(=O)(=O)C1=CC=C(C=C1)B(O)O (4-(methylsulfonyl)phenylboronic acid). The product is C[C@]12CC[C@@]3([C@@H]([C@H]2CC[C@@H]2[C@]4(CC=C(C([C@@H]4CC[C@@]12C)(C)C)C1=CC=C(C=C1)S(=O)(=O)C)C)[C@@H](CC3)C(=C)C)C(=O)O ((1R,3aS,5aR,5bR,7aR,11aS,11bR,13aR,13bR)-5a,5b,8,8,11a-pentamethyl-9-(4-(methylsulfonyl)phenyl)-1-(prop-1-en-2-yl)-2,3,3a,4,5,5a,5b,6,7,7a,8,11,11a,11b,12,13,13a,13b-octadecahydro-1H-cyclopenta[a]chrysene-3a-carboxylic acid), solid. Yield: 20.0%. RXN SMILES: C(CCC1C=CC([C:12]2[C:13]([CH3:43])([CH3:42])[C@H:14]3[C@:27]([CH3:30])([CH2:28][CH:29]=2)[C@@H:26]2[C@:17]([CH3:41])([C@@:18]4([CH3:40])[C@H:23]([CH2:24][CH2:25]2)[C@H:22]2[C@H:31]([C:34]([CH3:36])=[CH2:35])[CH2:32][CH2:33][C@:21]2([C:37]([OH:39])=[O:38])[CH2:20][CH2:19]4)[CH2:16][CH2:15]3)=CC=1)(O)=O.[CH3:44][S:45]([C:48]1[CH:53]=[CH:52][C:51](B(O)O)=[CH:50][CH:49]=1)(=[O:47])=[O:46].B(O)O>>[CH3:40][C@:18]12[C@@:17]3([CH3:41])[C@@H:26]([C@:27]4([CH3:30])[C@@H:14]([CH2:15][CH2:16]3)[C:13]([CH3:42])([CH3:43])[C:12]([C:51]3[CH:52]=[CH:53][C:48]([S:45]([CH3:44])(=[O:47])=[O:46])=[CH:49][CH:50]=3)=[CH:29][CH2:28]4)[CH2:25][CH2:24][C@@H:23]1[C@H:22]1[C@H:31]([C:34]([CH3:36])=[CH2:35])[CH2:32][CH2:33][C@:21]1([C:37]([OH:39])=[O:38])[CH2:20][CH2:19]2. Procedure: The title compound was prepared following the method described above for compound (1R,3aS,5aR,5bR,7aR,11aS,11bR,13aR,13bR)-9-(4-(2-carboxyethyl)phenyl)-5a,5b,8,8,11a-pentamethyl-1-(prop-1-en-2-yl)-2,3,3a,4,5,5a,5b,6,7,7a,8,11,11a,11b,12,13,13a,13b-octadecahydro-1H-cyclopenta[a]chrysene-3a-carboxylic acid (example 4a) using 4-(methylsulfonyl)phenylboronic acid as the reactant boronic acid. The product was isolated as a white solid (3.5 mg, 20%). LCMS: m/e 591.61 (M−H)−, 6.74 min (method 3). 1H NM... Reactants: ClCCCl, CCN(C(C)C)C(C)C, Cl, NCCF, CN(C)C=O, O=C(O)CNC(=O)c1ccc2nonc2c1. Product: O=C(CNC(=O)c1ccc2nonc2c1)NCCF. As a reaction SMILES: [CH2:21]([Cl:22])[CH2:23][Cl:24].[CH:26]([N:27]([CH2:28][CH3:29])[CH:30]([CH3:31])[CH3:32])([CH3:33])[CH3:34].[ClH:25].[F:17][CH2:18][CH2:19][NH2:20].[O:35]=[CH:36][N:37]([CH3:38])[CH3:39].[n:1]1[c:2]2[c:3]([n:4][o:5]1)[cH:6][c:7]([C:10](=[O:11])[NH:12][CH2:13][C:14](=[O:15])[OH:16])[cH:8][cH:9]2>>[n:1]1[c:2]2[c:3]([n:4][o:5]1)[cH:6][c:7]([C:10](=[O:11])[NH:12][CH2:13][C:14](=[O:16])[NH:20][CH2:19][CH2:18][F:17])[cH:8][cH:9]2. The reactants are COC(=O)C1CC(C)(C(=O)OC(C)(C)C)NC1c1ccccc1, COC(=O)Cc1cccc(NC(=O)NCC(=O)O)c1, CC#N, C(=NC1CCCCC1)=NC1CCCCC1. Yields the product COC(=O)Cc1cccc(NC(=O)NCC(=O)N2C(c3ccccc3)C(C(=O)OC)CC2(C)C(=O)OC(C)(C)C)c1. As a reaction SMILES: [CH3:1][C:2]1([C:17](=[O:18])[O:19][C:20]([CH3:21])([CH3:22])[CH3:23])[NH:3][CH:4]([c:11]2[cH:12][cH:13][cH:14][cH:15][cH:16]2)[CH:5]([C:7](=[O:8])[O:9][CH3:10])[CH2:6]1.[CH3:24][O:25][C:26](=[O:27])[CH2:28][c:29]1[cH:30][c:31]([NH:35][C:36]([NH:37][CH2:38][C:39](=[O:40])[OH:41])=[O:42])[cH:32][cH:33][cH:34]1.[CH3:58][C:59]#[N:60].[CH:43]1([N:44]=[C:45]=[N:46][CH:47]2[CH2:48][CH2:49][CH2:50][CH2:51][CH2:52]2)[CH2:53][CH2:54][CH2:55][CH2:56][CH2:57]1>>[CH3:1][C:2]1([C:17](=[O:18])[O:19][C:20]([CH3:21])([CH3:22])[CH3:23])[N:3]([C:39]([CH2:38][NH:37][C:36]([NH:35][c:31]2[cH:30][c:29]([CH2:28][C:26]([O:25][CH3:24])=[O:27])[cH:34][cH:33][cH:32]2)=[O:42])=[O:40])[CH:4]([c:11]2[cH:12][cH:13][cH:14][cH:15][cH:16]2)[CH:5]([C:7](=[O:8])[O:9][CH3:10])[CH2:6]1. Starting materials: C1(CCCCC1)OC(\C=C/C(=O)O)=O (maleic acid-monocyclohexyl ester), CN(CCCN)C (3-dimethylaminopropylamine). Run in C(C)N(CC)CC (triethylamine). The product is C1CCC(CC1)OC([C@@H](NCCCN(C)C)CC(=O)O)=O (N-(3'-Dimethylaminopropyl)-aspartic acid-4-cyclohexyl ester). Isolated yield 73.2%. RXN SMILES: [CH:1]1([O:7][C:8](=[O:14])/[CH:9]=[CH:10]\[C:11]([OH:13])=[O:12])[CH2:6][CH2:5][CH2:4][CH2:3][CH2:2]1.[CH3:15][N:16]([CH3:21])[CH2:17][CH2:18][CH2:19][NH2:20]>C(N(CC)CC)C>[CH2:4]1[CH2:3][CH2:2][CH:1]([O:7][C:8](=[O:14])[C@H:9]([CH2:10][C:11]([OH:13])=[O:12])[NH:20][CH2:19][CH2:18][CH2:17][N:16]([CH3:21])[CH3:15])[CH2:6][CH2:5]1. Reported procedure: In a manner analogous to that described in Example 1, 100 ml of triethylamine are added dropwise, with cooling, to 99.1 g (0.5 mol) of maleic acid-monocyclohexyl ester, and the mixture is reacted with 61.3 g (0.5 mol+20% excess) of 3-dimethylaminopropylamine for 1 hour at 80°-93° C. The reaction product is purified as described in Example 1 to yield 109.9 g (73.2% of theory) of the desired aspartic acid derivative having a melting point of 150°-152.5° C. The reactants are FC(C(=C)C(F)(F)F)(F)F (Hexafluoroisobutene), ClF.[Al] (aluminum chlorofluoride), FC(C(=C(F)F)F)(F)F (hexafluoropropene). Reagents/catalysts: [Ni] (nickel). Solvent: Hastelloy. Reaction conditions: temperature 50 celsius, time 12 hour. Product: C(F)(C(F)(F)F)(C(F)(F)F)CC(C(F)(F)F)=C(F)F ((CF3)2CFCH2C(CF3)=CF2). Yield: 34.0%. As a reaction SMILES: [F:1][C:2]([F:10])([F:9])[C:3]([C:5]([F:8])([F:7])[F:6])=[CH2:4].Cl[F:12].[Al].[F:14][C:15]([F:22])([F:21])[C:16](F)=[C:17]([F:19])[F:18]>[Ni]>[C:3]([CH2:4][C:16](=[C:17]([F:19])[F:18])[C:15]([F:22])([F:21])[F:14])([C:5]([F:8])([F:7])[F:6])([C:2]([F:10])([F:9])[F:1])[F:12] |f:1.2|. Reported procedure: Hexafluoroisobutene (HFIB) (32 g, 0.2 mol), aluminum chlorofluoride AlClxFy (5 g) and hexafluoropropene (30 g, 0.2 mol) were charged into a 400 mL Hastelloy™ nickel alloy reactor and agitated at 50° C. for 12 hours. The reaction mixture was poured onto ice, the organic (lower) layer was separated, dried over P2O5 and distilled to give 21 g (34% yield) of (CF3)2CFCH2C(CF3)=CF2, b.p. 80.5-81.5 (see Table 1).